From a dataset of the Open Reaction Database (ORD), a public repository of structured organic reaction records. describe an organic reaction: reactants, conditions, products, and yield The reactants are CN(Cc1ccccc1)CC1CC(=O)c2ccccc2O1, CCOCC, Cl, [Li]c1ccccc1. The product is CN(Cc1ccccc1)CC1CC(O)(c2ccccc2)c2ccccc2O1. As a reaction SMILES: [CH2:1]([c:2]1[cH:3][cH:4][cH:5][cH:6][cH:7]1)[N:8]([CH3:9])[CH2:10][CH:11]1[O:12][c:13]2[cH:14][cH:15][cH:16][cH:17][c:18]2[C:19](=[O:21])[CH2:20]1.[CH3:30][CH2:31][O:32][CH2:33][CH3:34].[ClH:29].[Li:22][c:23]1[cH:24][cH:25][cH:26][cH:27][cH:28]1>>[CH2:1]([c:2]1[cH:3][cH:4][cH:5][cH:6][cH:7]1)[N:8]([CH3:9])[CH2:10][CH:11]1[O:12][c:13]2[cH:14][cH:15][cH:16][cH:17][c:18]2[C:19]([OH:21])([c:23]2[cH:24][cH:25][cH:26][cH:27][cH:28]2)[CH2:20]1.